Dataset: the Open Reaction Database (ORD), a public repository of structured organic reaction records. Task: describe an organic reaction: reactants, conditions, products, and yield Starting materials: ClC1=NN=C(C2=C1CCC2)Cl (1,4-dichloro-6,7-dihydro-5H-cyclopenta[d]pyridazine), ClC1=NN=C(C2=C1CCC2)Cl (1,4-dichloro-6,7-dihydro-5H-cyclopenta[d]pyridazine), C(=O)(O)[O-].[Na+] (NaHCO3), [Br-].C(C1=CC=CC=C1)[Zn+] (benzyl zinc bromide). The reagents and catalysts are C=1C=CC(=CC1)[P](C=2C=CC=CC2)(C=3C=CC=CC3)[Pd]([P](C=4C=CC=CC4)(C=5C=CC=CC5)C=6C=CC=CC6)([P](C=7C=CC=CC7)(C=8C=CC=CC8)C=9C=CC=CC9)[P](C=1C=CC=CC1)(C=1C=CC=CC1)C=1C=CC=CC1 (Pd(PPh3)4). The solvent is C1CCOC1 (THF). Run at temperature 60 celsius. Product: C(C1=CC=CC=C1)C1=NN=C(C2=C1CCC2)Cl (1-Benzyl-4-chloro-6,7-dihydro-5H-cyclopenta[d]pyridazine). The yield is 75.8%. As a reaction SMILES: Cl[C:2]1[C:7]2[CH2:8][CH2:9][CH2:10][C:6]=2[C:5]([Cl:11])=[N:4][N:3]=1.[Br-].[CH2:13]([Zn+])[C:14]1[CH:19]=[CH:18][CH:17]=[CH:16][CH:15]=1.C([O-])(O)=O.[Na+]>C1COCC1.C1C=CC([P]([Pd]([P](C2C=CC=CC=2)(C2C=CC=CC=2)C2C=CC=CC=2)([P](C2C=CC=CC=2)(C2C=CC=CC=2)C2C=CC=CC=2)[P](C2C=CC=CC=2)(C2C=CC=CC=2)C2C=CC=CC=2)(C2C=CC=CC=2)C2C=CC=CC=2)=CC=1>[CH2:13]([C:2]1[C:7]2[CH2:8][CH2:9][CH2:10][C:6]=2[C:5]([Cl:11])=[N:4][N:3]=1)[C:14]1[CH:19]=[CH:18][CH:17]=[CH:16][CH:15]=1 |f:1.2,3.4,^1:34,36,55,74|. Reported procedure: To a solution of 1,4-dichloro-6,7-dihydro-5H-cyclopenta[d]pyridazine (compound 39, 500 mg, 2.64 mmol) in THF (5 mL) is added Pd(PPh3)4 (383 mg, 0.33 mmol). The mixture is degassed and benzyl zinc bromide (11 mL, 0.5 M in THF, 5.6 mmol) is added. The mixture is heated at 60° C. for 5 h. The reaction mixture is cooled down to RT and saturated aq. NaHCO3 solution is added and the mixture is extracted with EtOAc. The combined orgaqnic layers are washed with water, brine, dried over NaSO4, filtered a... The reactants are C([O-])(O)=O.[Na+] (sodium bicarbonate), O=C1C2(CCCN2)CCN1[C@H](C(=O)O)C ((S)-2-(6-oxo-1,7-diazaspiro[4.4]non-7-yl)propionic acid), C(OCC1C2=CC=CC=C2C=2C=CC=CC12)(ON1C(CCC1=O)=O)=O (9-fluorenylmethyl succinimidyl carbonate). Run in O (water), CC(=O)C (acetone), O (water). Run at time 18 hour. Product: C1=CC=CC=2C3=CC=CC=C3C(C12)COC(=O)N1CCCC12C(N(CC2)[C@H](C(=O)O)C)=O ((S)-2-[1-(9-fluorenylmethyloxycarbonyl)-6-oxo-1,7-diazaspiro[4.4]non-7-yl]propionic acid). Isolated yield 72.1%. As a reaction SMILES: C(=O)(O)[O-].[Na+].[O:6]=[C:7]1[N:15]([C@@H:16]([CH3:20])[C:17]([OH:19])=[O:18])[CH2:14][CH2:13][C:8]21[NH:12][CH2:11][CH2:10][CH2:9]2.[C:21](=O)([O:37]N1C(=O)CCC1=O)[O:22][CH2:23][CH:24]1[C:36]2[CH:35]=[CH:34][CH:33]=[CH:32][C:31]=2[C:30]2[C:25]1=[CH:26][CH:27]=[CH:28][CH:29]=2>O.CC(C)=O>[CH:35]1[C:36]2[CH:24]([CH2:23][O:22][C:21]([N:12]3[C:8]4([CH2:13][CH2:14][N:15]([C@@H:16]([CH3:20])[C:17]([OH:19])=[O:18])[C:7]4=[O:6])[CH2:9][CH2:10][CH2:11]3)=[O:37])[C:25]3[C:30](=[CH:29][CH:28]=[CH:27][CH:26]=3)[C:31]=2[CH:32]=[CH:33][CH:34]=1 |f:0.1|. Procedure: Excess solid sodium bicarbonate was added to (S)-2-(6-oxo-1,7-diazaspiro[4.4]non-7-yl)propionic acid (0.42 g) in water (2 ml) and then 9-fluorenylmethyl succinimidyl carbonate (0.7 g) in acetone (3 ml) was added. The mixture was stirred for 18 hours. The mixture was then added to water (10 ml), extracted with ether (10 ml) and the aqueous layer separated. (The ether extracts were discarded). The pH of the aqueous layer was adjusted to ˜3 with concentrated hydrochloric acid and then it was extrac...